From a dataset of the Open Reaction Database (ORD), a public repository of structured organic reaction records. describe an organic reaction: reactants, conditions, products, and yield Starting materials: ClC1C(N(CS1)C1=CC=CC=C1)=O (5-chloro-3-phenyl-4-thiazolidinone), C([O-])(O)=O.[Na+] (sodium bicarbonate). The solvent is O1CCCC1 (tetrahydrofuran). The product is OC1C(N(CS1)C1=CC=CC=C1)=O (5-hydroxy-3-phenyl-4-thiazolidinone). As a reaction SMILES: Cl[CH:2]1[S:6][CH2:5][N:4]([C:7]2[CH:12]=[CH:11][CH:10]=[CH:9][CH:8]=2)[C:3]1=[O:13].C(=O)(O)[O-:15].[Na+]>O1CCCC1>[OH:15][CH:2]1[S:6][CH2:5][N:4]([C:7]2[CH:12]=[CH:11][CH:10]=[CH:9][CH:8]=2)[C:3]1=[O:13] |f:1.2|. Reported procedure: By a procedure similar to that described in Preparative Example 2, Step 3 above, but using 5-chloro-3-phenyl-4-thiazolidinone (prepared as in Step 2 above), tetrahydrofuran (10 ml) and saturated aqueous sodium bicarbonate (15 ml), the title compound was obtained as an oily solid, yield 0.24 g. The reactants are Example 1 ( 1a ), COC1=CC=C(C=C1)CCO (2-(4-methoxyphenyl)ethanol), C1(CC1)CCOC1=CC=C(C(=O)NCC(=O)O)C=C1 (N-[4-(2-Cyclopropylethoxy)benzoyl]glycine), OC1=CC=C(C(=O)OC)C=C1 (methyl 4-hydroxybenzoate). Yields the product COC1=CC=C(C=C1)CCOC1=CC=C(C(=O)NCC(=O)O)C=C1 (N-{4-[2-(4-Methoxyphenyl)ethoxy]benzoyl}glycine). The yield is 79.0%. Reaction SMILES: [CH:1]1([CH2:4][CH2:5][O:6][C:7]2[CH:19]=[CH:18][C:10]([C:11]([NH:13][CH2:14][C:15]([OH:17])=[O:16])=[O:12])=[CH:9][CH:8]=2)[CH2:3][CH2:2]1.OC1C=C[C:24]([C:25]([O:27][CH3:28])=O)=[CH:23]C=1.COC1C=CC(CCO)=CC=1>>[CH3:28][O:27][C:25]1[CH:2]=[CH:3][C:1]([CH2:4][CH2:5][O:6][C:7]2[CH:8]=[CH:9][C:10]([C:11]([NH:13][CH2:14][C:15]([OH:17])=[O:16])=[O:12])=[CH:18][CH:19]=2)=[CH:23][CH:24]=1. Procedure details: Reactions similar to those described in Example 1 (1a) and (1b) were conducted using methyl 4-hydroxybenzoate (4.56 g, 30.0 mmol) and 2-(4-methoxyphenyl)ethanol (5.03 g, 33.0 mmol) to give 7.80 g of the title compound (white powder, yield: 79%). Reactants: ClC1=NC(=NC(=C1)N1CCCCCC1)N (4-chloro-6-(hexahydro-1H-azepin-1-yl)-2-pyrimidinamine), C(#N)C1=C(C=C(C=C1)B(O)O)F ((4-cyano-3-fluorophenyl)boronic acid), C(=O)(O)[O-].[Na+] (NaHCO3). The reagents and catalysts are C=1C=CC(=CC1)[P](C=2C=CC=CC2)(C=3C=CC=CC3)[Pd]([P](C=4C=CC=CC4)(C=5C=CC=CC5)C=6C=CC=CC6)([P](C=7C=CC=CC7)(C=8C=CC=CC8)C=9C=CC=CC9)[P](C=1C=CC=CC1)(C=1C=CC=CC1)C=1C=CC=CC1 (Pd(Ph3P)4). Run in O1CCOCC1 (1,4-dioxane). Conditions: temperature 95 celsius, time 8 hour. Yields the product NC1=NC(=CC(=N1)C1=CC(=C(C#N)C=C1)F)N1CCCCCC1 (4-[2-Amino-6-(hexahydro-1H-azepin-1-yl)-4-pyrimidinyl]-2-fluorobenzonitrile). Isolated yield 66.3%. RXN SMILES: Cl[C:2]1[CH:7]=[C:6]([N:8]2[CH2:14][CH2:13][CH2:12][CH2:11][CH2:10][CH2:9]2)[N:5]=[C:4]([NH2:15])[N:3]=1.[C:16]([C:18]1[CH:23]=[CH:22][C:21](B(O)O)=[CH:20][C:19]=1[F:27])#[N:17].C([O-])(O)=O.[Na+]>O1CCOCC1.C1C=CC([P]([Pd]([P](C2C=CC=CC=2)(C2C=CC=CC=2)C2C=CC=CC=2)([P](C2C=CC=CC=2)(C2C=CC=CC=2)C2C=CC=CC=2)[P](C2C=CC=CC=2)(C2C=CC=CC=2)C2C=CC=CC=2)(C2C=CC=CC=2)C2C=CC=CC=2)=CC=1>[NH2:15][C:4]1[N:3]=[C:2]([C:21]2[CH:22]=[CH:23][C:18]([C:16]#[N:17])=[C:19]([F:27])[CH:20]=2)[CH:7]=[C:6]([N:8]2[CH2:14][CH2:13][CH2:12][CH2:11][CH2:10][CH2:9]2)[N:5]=1 |f:2.3,^1:42,44,63,82|. Procedure details: In a 25 mL sealable tube under nitrogen were combined 4-chloro-6-(hexahydro-1H-azepin-1-yl)-2-pyrimidinamine (600 mg, 2.65 mmol) and (4-cyano-3-fluorophenyl)boronic acid (0.437 g, 2.65 mmol) in 1,4-dioxane (10.6 mL). Saturated aqueous NaHCO3 (2.65 mL) was added, and the resulting mixture was degassed with nitrogen for 5 minutes. Pd(Ph3P)4 (0.153 g, 0.13 mmol) was added, the vessel was sealed, and the reaction mixture was stirred overnight at 95° C. The reaction was cooled to room temperature, an... Reactants: ClC=1C=C(CN2C(C3=CC=CC=C3C2=O)=O)C=CC1OCC(F)(F)F (2-(3-chloro-4-(2,2,2-trifluoroethoxy)benzyl)isoindoline-1,3-dione), CCCCCCCCCCCCN (Amine-12). Product: Cl.ClC=1C=C(C=CC1OCC(F)(F)F)CN ((3-chloro-4-(2,2,2-trifluoroethoxy)phenyl)methanamine hydrochloride). The yield is 89.0%. As a reaction SMILES: [Cl:1][C:2]1[CH:3]=[C:4]([CH:17]=[CH:18][C:19]=1[O:20][CH2:21][C:22]([F:25])([F:24])[F:23])[CH2:5][N:6]1C(=O)C2C(=CC=CC=2)C1=O.CCCCCCCCCCCCN>>[ClH:1].[Cl:1][C:2]1[CH:3]=[C:4]([CH2:5][NH2:6])[CH:17]=[CH:18][C:19]=1[O:20][CH2:21][C:22]([F:24])([F:25])[F:23] |f:2.3|. Procedure details: The title compound is prepared in 89% yield (593 mg, an off-white solid) from 2-(3-chloro-4-(2,2,2-trifluoroethoxy)benzyl)isoindoline-1,3-dione (890 mg, 2.41 mmol, Step-2) in a similar manner to Step-5 of Amine-12. The reactants are COC(=O)c1ccc(Br)c[n+]1[O-], ClCCl, COC(=O)c1ccc(Br)cn1, O=P(Cl)(Cl)Cl, O=C(OO)c1cccc(Cl)c1. Yields the product COC(=O)c1ccc(Br)c(Cl)n1. RXN SMILES: [Br:23][c:24]1[cH:25][cH:26][c:27]([C:28]([O:29][CH3:30])=[O:31])[n+:32]([O-:33])[cH:34]1.[CH2:40]([Cl:41])[Cl:42].[CH3:1][O:2][C:3](=[O:4])[c:5]1[n:6][cH:7][c:8]([Br:11])[cH:9][cH:10]1.[Cl:35][P:36](=[O:37])([Cl:38])[Cl:39].[OH:12][O:13][C:14]([c:15]1[cH:16][c:17]([Cl:21])[cH:18][cH:19][cH:20]1)=[O:22]>>[CH3:1][O:2][C:3](=[O:4])[c:5]1[n:6][c:7]([Cl:21])[c:8]([Br:11])[cH:9][cH:10]1.